This data is from the Open Reaction Database (ORD), a public repository of structured organic reaction records. The task is: describe an organic reaction: reactants, conditions, products, and yield Yields the product NC1=C(SC2=NC(=CC(=C21)C)N2C=NC=C2)C(=O)N (3-Amino-6-imidazol-1-yl-4-methyl-thieno[2,3-b]pyridine-2-carboxylic acid amide). Run at temperature 80 celsius, time 2 hour. Procedure: To a solution of 20 mg (0.067 mmol) of starting 4-methylpyridine triflate intermediate (see Example 2) in 1.2 mL of 1,4-dioxane was added 9.2 mg of imidazole. The resulting mixture was stirred for 2 h at 80° C. After that time 0.5 mL of 2M solution of sodium carbonate was added. The stirring was continued overnight at 100° C. The reaction mixture was then cooled to room temperature, diluted with EtOAc, dried with sodium sulfate and concentrated. The crude product was chromatographed (preparative... The reactants are NC1=C(SC2=NC(=CC(=C21)C)N(C)C)C(=O)N (3-Amino-6-dimethylamino-4-methyl-thieno[2,3-b]pyridine-2-carboxylic acid amide), N1C=NC=C1 (imidazole), solution, C([O-])([O-])=O.[Na+].[Na+] (sodium carbonate). RXN SMILES: [NH2:1][C:2]1[C:10]2[C:5](=[N:6][C:7]([N:12]([CH3:14])[CH3:13])=[CH:8][C:9]=2[CH3:11])[S:4][C:3]=1[C:15]([NH2:17])=[O:16].[NH:18]1C=CN=[CH:19]1.C(=O)([O-])[O-].[Na+].[Na+]>O1CCOCC1.CCOC(C)=O>[NH2:1][C:2]1[C:10]2[C:5](=[N:6][C:7]([N:12]3[CH:13]=[CH:19][N:18]=[CH:14]3)=[CH:8][C:9]=2[CH3:11])[S:4][C:3]=1[C:15]([NH2:17])=[O:16] |f:2.3.4|. The solvent is O1CCOCC1 (1,4-dioxane), CCOC(=O)C (EtOAc). Yield: 20.2%. Reactants: ClCCl, CCCCCC, CC(C)(CCl)C(=O)Cl, ONCc1ccccc1Cl, NO, c1ccncc1. Product: CC(C)(CCl)C(=O)N(O)Cc1ccccc1Cl. As a reaction SMILES: [CH2:27]([Cl:28])[Cl:29].[CH3:30][CH2:31][CH2:32][CH2:33][CH2:34][CH3:35].[Cl:17][CH2:18][C:19]([C:20](=[O:21])[Cl:22])([CH3:23])[CH3:24].[Cl:1][c:2]1[c:3]([CH2:8][NH:9][OH:10])[cH:4][cH:5][cH:6][cH:7]1.[NH2:25][OH:26].[cH:11]1[cH:12][cH:13][n:14][cH:15][cH:16]1>>[Cl:1][c:2]1[c:3]([CH2:8][N:9]([OH:10])[C:20]([C:19]([CH2:18][Cl:17])([CH3:23])[CH3:24])=[O:21])[cH:4][cH:5][cH:6][cH:7]1. Reactants: NC1=C(C=CC=C1C(F)(F)F)C(=O)C1=CC(=CC=C1)O ([2-amino-3-(trifluoromethyl)phenyl]-(3-hydroxy-phenyl)methanone), FC(C1=C(C=CC=C1)CC=O)(F)F ((2-Trifluoromethyl-phenyl)-acetaldehyde). Product: FC(C=1C=CC=C2C(=C(C=NC12)C1=C(C=CC=C1)C(F)(F)F)C=1C=C(C=CC1)O)(F)F (3-{8-(TRIFLUOROMETHYL)-3-[2-(TRIFLUOROMETHYL)PHENYL]QUINOLIN-4-YL}PHENOL). As a reaction SMILES: [NH2:1][C:2]1[C:7]([C:8]([F:11])([F:10])[F:9])=[CH:6][CH:5]=[CH:4][C:3]=1[C:12]([C:14]1[CH:19]=[CH:18][CH:17]=[C:16]([OH:20])[CH:15]=1)=O.[F:21][C:22]([F:33])([F:32])[C:23]1[CH:28]=[CH:27][CH:26]=[CH:25][C:24]=1[CH2:29][CH:30]=O>>[F:9][C:8]([F:11])([F:10])[C:7]1[CH:6]=[CH:5][CH:4]=[C:3]2[C:2]=1[N:1]=[CH:30][C:29]([C:24]1[CH:25]=[CH:26][CH:27]=[CH:28][C:23]=1[C:22]([F:21])([F:32])[F:33])=[C:12]2[C:14]1[CH:15]=[C:16]([OH:20])[CH:17]=[CH:18][CH:19]=1. Procedure details: The title compound was prepared from [2-amino-3-(trifluoromethyl)phenyl]-(3-hydroxy-phenyl)methanone and (2-Trifluoromethyl-phenyl)-acetaldehyde following the procedure of Example 457: MS (ES) m/z 431.9; HRMS: calcd for C23H13F6NO+H+, 434.09741; found (ESI, [M+H]+), 434.0961. Run at time 72 hour. Solvent: CN(C)C=O (DMF). As a reaction SMILES: [Cl:1][C:2]1[CH:7]=[CH:6][CH:5]=[C:4]([Cl:8])[C:3]=1[NH:9][C:10]1[N:14]([CH3:15])[C:13]2[CH:16]=[CH:17][C:18]([C:20]([OH:22])=[O:21])=[CH:19][C:12]=2[N:11]=1.CN(C(O[N:31]1[N:39]=[N:38][C:33]2[CH:34]=[CH:35][CH:36]=[CH:37][C:32]1=2)=[N+](C)C)C.[B-](F)(F)(F)F>CN(C=O)C>[N:38]1([O:21][C:20]([C:18]2[CH:17]=[CH:16][C:13]3[N:14]([CH3:15])[C:10]([NH:9][C:3]4[C:4]([Cl:8])=[CH:5][CH:6]=[CH:7][C:2]=4[Cl:1])=[N:11][C:12]=3[CH:19]=2)=[O:22])[C:33]2[CH:34]=[CH:35][CH:36]=[CH:37][C:32]=2[N:31]=[N:39]1 |f:1.2|. Procedure details: A mixture of 2-(2,6-dichloro-phenylamino)-1-methyl-1H-benzimidazole-5-carboxylic acid (1.0 g, 3.0 mmol), TBTU (955 mg, 3.0 mmol) and TEA (835 μL, 5.9 mmol) in 15 mL DMF was stirred for 72 h. The mixture was poured onto water, the solid filtered off, washed with water and dried. The product is N1(N=NC2=C1C=CC=C2)OC(=O)C2=CC1=C(N(C(=N1)NC1=C(C=CC=C1Cl)Cl)C)C=C2 (2-(2,6-Dichloro-phenylamino)-1-methyl-1H-benzimidazole-5-carboxylic acid benzotriazol-1-yl ester). The reactants are ClC1=C(C(=CC=C1)Cl)NC1=NC2=C(N1C)C=CC(=C2)C(=O)O (2-(2,6-dichloro-phenylamino)-1-methyl-1H-benzimidazole-5-carboxylic acid), CN(C)C(=[N+](C)C)ON1C2=C(C=CC=C2)N=N1.[B-](F)(F)(F)F (TBTU), TEA. Starting materials: CC(=O)OC(C)=O, CC(N)CN1CC(C)(C)OCC1C(=O)Nc1cc(Cl)cc2c1[nH]c1cnccc12. Yields the product CC(=O)NC(C)CN1CC(C)(C)OCC1C(=O)Nc1cc(Cl)cc2c1[nH]c1cnccc12. Reaction SMILES: [CH3:30][C:31](=[O:32])[O:33][C:34](=[O:35])[CH3:36].[Cl:1][c:2]1[cH:3][c:4]2[c:5]3[cH:6][cH:7][n:8][cH:9][c:10]3[nH:11][c:12]2[c:13]([NH:15][C:16](=[O:17])[CH:18]2[CH2:19][O:20][C:21]([CH3:28])([CH3:29])[CH2:22][N:23]2[CH2:24][CH:25]([CH3:26])[NH2:27])[cH:14]1>>[Cl:1][c:2]1[cH:3][c:4]2[c:5]3[cH:6][cH:7][n:8][cH:9][c:10]3[nH:11][c:12]2[c:13]([NH:15][C:16](=[O:17])[CH:18]2[CH2:19][O:20][C:21]([CH3:28])([CH3:29])[CH2:22][N:23]2[CH2:24][CH:25]([CH3:26])[NH:27][C:31]([CH3:30])=[O:32])[cH:14]1. The reactants are CC(C)(C)OC(=O)NCCCCCC(=O)Nc1cc(C(=O)NCCC(=O)O)cc([N+](=O)[O-])c1, O=CO. The product is NCCCCCC(=O)Nc1cc(C(=O)NCCC(=O)O)cc([N+](=O)[O-])c1, O=C[O-]. As a reaction SMILES: [C:1]([CH3:2])([CH3:3])([CH3:4])[O:5][C:6](=[O:7])[NH:8][CH2:9][CH2:10][CH2:11][CH2:12][CH2:13][C:14](=[O:15])[NH:16][c:17]1[cH:18][c:19]([C:20](=[O:21])[NH:22][CH2:23][CH2:24][C:25](=[O:26])[OH:27])[cH:28][c:29]([N+:31](=[O:32])[O-:33])[cH:30]1.[CH:34]([OH:35])=[O:36]>>[NH2:8][CH2:9][CH2:10][CH2:11][CH2:12][CH2:13][C:14](=[O:15])[NH:16][c:17]1[cH:18][c:19]([C:20](=[O:21])[NH:22][CH2:23][CH2:24][C:25](=[O:26])[OH:27])[cH:28][c:29]([N+:31](=[O:32])[O-:33])[cH:30]1.[O:5]=[CH:6][O-:7]. Reactants: Cn1c2c(c(I)c1-c1ccnc(N)n1)C(=O)N(C(=O)OC(C)(C)C)CC2, [Cs+], [Cu]I, [F-], CCCC[Sn](CCCC)(CCCC)Cc1cccc([N+](=O)[O-])c1, CN(C)C=O, O, [Pd], c1ccc(P(c2ccccc2)c2ccccc2)cc1, c1ccc(P(c2ccccc2)c2ccccc2)cc1, c1ccc(P(c2ccccc2)c2ccccc2)cc1, c1ccc(P(c2ccccc2)c2ccccc2)cc1, OCc1ncc2[nH]cnc2n1. The product is Cn1c2c(c(Cc3cccc([N+](=O)[O-])c3)c1-c1ccnc(N)n1)C(=O)N(C(=O)OC(C)(C)C)CC2. Reaction SMILES: [C:3]([CH3:4])([CH3:5])([CH3:6])[O:7][C:8](=[O:9])[N:10]1[C:11](=[O:28])[c:12]2[c:13]([n:16]([CH3:27])[c:17](-[c:20]3[n:21][c:22]([NH2:26])[n:23][cH:24][cH:25]3)[c:18]2[I:19])[CH2:14][CH2:15]1.[Cs+:2].[Cu:146][I:147].[F-:1].[N+:29](=[O:30])([O-:31])[c:32]1[cH:33][c:34]([CH2:35][Sn:36]([CH2:37][CH2:38][CH2:39][CH3:40])([CH2:41][CH2:42][CH2:43][CH3:44])[CH2:45][CH2:46][CH2:47][CH3:48])[cH:49][cH:50][cH:51]1.[O:52]=[CH:53][N:54]([CH3:55])[CH3:56].[OH2:57].[Pd:145].[c:107]1([P:108]([c:109]2[cH:110][cH:111][cH:112][cH:113][cH:114]2)[c:115]2[cH:116][cH:117][cH:118][cH:119][cH:120]2)[cH:121][cH:122][cH:123][cH:124][cH:125]1.[c:126]1([P:127]([c:128]2[cH:129][cH:130][cH:131][cH:132][cH:133]2)[c:134]2[cH:135][cH:136][cH:137][cH:138][cH:139]2)[cH:140][cH:141][cH:142][cH:143][cH:144]1.[c:69]1([P:70]([c:71]2[cH:72][cH:73][cH:74][cH:75][cH:76]2)[c:77]2[cH:78][cH:79][cH:80][cH:81][cH:82]2)[cH:83][cH:84][cH:85][cH:86][cH:87]1.[c:88]1([P:89]([c:90]2[cH:91][cH:92][cH:93][cH:94][cH:95]2)[c:96]2[cH:97][cH:98][cH:99][cH:100][cH:101]2)[cH:102][cH:103][cH:104][cH:105][cH:106]1.[n:58]1[cH:59][c:60]2[c:61]([n:62][cH:63][nH:64]2)[n:65][c:66]1[CH2:67][OH:68]>>[C:3]([CH3:4])([CH3:5])([CH3:6])[O:7][C:8](=[O:9])[N:10]1[C:11](=[O:28])[c:12]2[c:13]([n:16]([CH3:27])[c:17](-[c:20]3[n:21][c:22]([NH2:26])[n:23][cH:24][cH:25]3)[c:18]2[CH2:35][c:34]2[cH:33][c:32]([N+:29](=[O:30])[O-:31])[cH:51][cH:50][cH:49]2)[CH2:14][CH2:15]1.